Dataset: the Open Reaction Database (ORD), a public repository of structured organic reaction records. Task: describe an organic reaction: reactants, conditions, products, and yield Reactants: C(C)(C)(C)C(C(=O)Cl)OC1=CC=CC=C1 (t-butylphenoxyacetyl chloride), C(C)(C)(C)C1=C([O-])C=CC=C1.[Na+] (sodium t-butylphenoxide), ClCC(=O)OCC (ethyl chloroacetate). Yields the product C(C)(C)(C)C(C(=O)OCC)OC1=CC=CC=C1 (ethyl t-butylphenoxyacetate). RXN SMILES: [C:1]([CH:5]([O:9][C:10]1[CH:15]=[CH:14][CH:13]=[CH:12][CH:11]=1)[C:6](Cl)=[O:7])([CH3:4])([CH3:3])[CH3:2].C([C:20]1C=CC=C[C:21]=1[O-:22])(C)(C)C.[Na+].ClCC(OCC)=O>>[C:1]([CH:5]([O:9][C:10]1[CH:15]=[CH:14][CH:13]=[CH:12][CH:11]=1)[C:6]([O:22][CH2:21][CH3:20])=[O:7])([CH3:4])([CH3:3])[CH3:2] |f:1.2|. Procedure: The synthesis of this product required the preparation of t-butylphenoxyacetyl chloride from sodium t-butylphenoxide and ethyl chloroacetate. The ethyl t-butylphenoxyacetate obtained is cleaved with potassium hydroxide in order to liberate the t-butylphenoxyacetic acid. The acid chloride is obtained by heating this acid in thionyl chloride. After removing the excess thionyl chloride, the t-butylphenoxyacetyl chloride is reacted with deoxyguanosine according to the procedure described by SCHULHOF... Starting materials: OCC(O)CO (glycerol), lecithin E-80, CC(=O)O.CC(=O)O.C=1C(=CC=C(C1)Cl)N/C(=N/C(=N/CCCCCC/N=C(/N=C(/NC2=CC=C(C=C2)Cl)\N)\N)/N)/N (chlorhexidine diacetate), Tween-80. Run in O (water), C(C)O (ethyl alcohol), 2-propanediol. Yields the product C1=CC(=CC=C1NC(=N)NC(=N)NCCCCCCNC(=N)NC(=N)NC=2C=CC(=CC2)Cl)Cl (Chlorhexidine). Reaction SMILES: CC(O)=O.CC(O)=O.[CH:9]1[C:10]([NH:16]/[C:17](/[NH2:42])=[N:18]/[C:19](/[NH2:41])=[N:20]/[CH2:21][CH2:22][CH2:23][CH2:24][CH2:25][CH2:26]/[N:27]=[C:28](\[NH2:40])/[N:29]=[C:30](\[NH2:39])/[NH:31][C:32]2[CH:37]=[CH:36][C:35]([Cl:38])=[CH:34][CH:33]=2)=[CH:11][CH:12]=[C:13]([Cl:15])[CH:14]=1.OCC(CO)O>C(O)C.O>[CH:11]1[C:10]([NH:16][C:17]([NH:18][C:19]([NH:20][CH2:21][CH2:22][CH2:23][CH2:24][CH2:25][CH2:26][NH:27][C:28]([NH:29][C:30]([NH:31][C:32]2[CH:37]=[CH:36][C:35]([Cl:38])=[CH:34][CH:33]=2)=[NH:39])=[NH:40])=[NH:41])=[NH:42])=[CH:9][CH:14]=[C:13]([Cl:15])[CH:12]=1 |f:0.1.2|. Reported procedure: The formulation was prepared by dissolving 500 mg (0.68 mmol) of lecithin E-80, 125 mg (0.2 mmol) of chlorhexidine diacetate, 120 mg (0.4 mmol) of SLS and 120 mg of Tween-80 in a mixture of 2 ml absolute ethyl alcohol and 3 ml 2-propanediol (propylene glycol) to form a stock solution. The stock solution was diluted with 95 ml of distilled water and 2 g of glycerol was added to form a suspension. The suspension was treated with a high pressure homogenizer (EmulsiFlex® C-5, “Avestin”, Ottawa, Cana... As a reaction SMILES: [NH2:1][C:2]1[CH:7]=[C:6]([C:8]([F:11])([F:10])[F:9])[CH:5]=[CH:4][C:3]=1[OH:12].[Br:13][C:14]1[CH:19]=[CH:18][C:17]([N:20]=[C:21]=S)=[CH:16][CH:15]=1.Cl.CN(C)CCCN=C=NCC>C(O)C>[Br:13][C:14]1[CH:19]=[CH:18][C:17]([NH:20][C:21]2[O:12][C:3]3[CH:4]=[CH:5][C:6]([C:8]([F:9])([F:10])[F:11])=[CH:7][C:2]=3[N:1]=2)=[CH:16][CH:15]=1 |f:2.3|. The yield is 62.6%. Reaction conditions: time 2 hour. The reactants are NC1=C(C=CC(=C1)C(F)(F)F)O (2-Amino-4-(trifluoromethyl)phenol), BrC1=CC=C(C=C1)N=C=S (1-bromo-4-isothio-cyanatobenzene), Cl.CN(CCCN=C=NCC)C (1-[3-(dimethylamino)propyl]-3-ethylcarbodiimide hydrochloride). Run in C(C)O (ethyl alcohol). Yields the product BrC1=CC=C(C=C1)NC=1OC2=C(N1)C=C(C=C2)C(F)(F)F (N-(4-Bromophenyl)-5-(trifluoromethyl)-1,3-benzoxazol-2-amine). Procedure: 2-Amino-4-(trifluoromethyl)phenol (250 mg, 1.41 mmol) and 1-bromo-4-isothio-cyanatobenzene (302 mg, 1.41 mmol) were stirred in ethyl alcohol at ambient temperature for 18 h. The flask was charged with 1-[3-(dimethylamino)propyl]-3-ethylcarbodiimide hydrochloride (EDCI) (405 mg, 2.12 mmol), and the mixture was stirred for 2 h before being heated at reflux overnight. The reaction was allowed to cool to rt and was concentrated under reduced pressure. The residue was dissolved in ethyl acetate and w... Reactants: Cl.C(C)N=C=NCCCN(C)C (1-ethyl-3-(3-dimethylaminopropyl)carbodiimide hydrochloride), [Cl-].[NH4+] (ammonium chloride), C1(CCCCC1)C(C1=C(SC(=C1)C1CCOCC1)CC)NC1=CC=C(C(=O)O)C=C1 (4-({cyclohexyl[2-ethyl-5-(tetrahydro-2H-pyran-4-yl)thiophen-3-yl]methyl}amino)benzoic acid), CNCCC(=O)OCC (ethyl 3-(methylamino)propanoate), O.ON1N=NC2=C1C=CC=C2 (1-hydroxybenzotriazole monohydrate), [OH-].[Na+] (sodium hydroxide). Solvent: CN(C=O)C (N,N-dimethylformamide), C(C)N(CC)CC (triethylamine), C(C)O (ethanol), O1CCCC1 (tetrahydrofuran). Reaction conditions: time 3 hour. Yields the product C1(CCCCC1)C(C1=C(SC(=C1)C1CCOCC1)CC)NC1=CC=C(C=C1)C(=O)N(CCC(=O)O)C (3-[{[4-({cyclohexyl[2-ethyl-5-(tetrahydro-2H-pyran-4-yl)thiophen-3-yl]methyl}amino)phenyl]carbonyl}(methyl)amino]propanoic acid). Yield: 53.4%. As a reaction SMILES: [CH:1]1([CH:7]([NH:21][C:22]2[CH:30]=[CH:29][C:25]([C:26](O)=[O:27])=[CH:24][CH:23]=2)[C:8]2[CH:12]=[C:11]([CH:13]3[CH2:18][CH2:17][O:16][CH2:15][CH2:14]3)[S:10][C:9]=2[CH2:19][CH3:20])[CH2:6][CH2:5][CH2:4][CH2:3][CH2:2]1.[CH3:31][NH:32][CH2:33][CH2:34][C:35]([O:37]CC)=[O:36].O.ON1C2C=CC=CC=2N=N1.Cl.C(N=C=NCCCN(C)C)C.[Cl-].[NH4+].[OH-].[Na+]>CN(C)C=O.C(O)C.O1CCCC1.C(N(CC)CC)C>[CH:1]1([CH:7]([NH:21][C:22]2[CH:23]=[CH:24][C:25]([C:26]([N:32]([CH3:31])[CH2:33][CH2:34][C:35]([OH:37])=[O:36])=[O:27])=[CH:29][CH:30]=2)[C:8]2[CH:12]=[C:11]([CH:13]3[CH2:14][CH2:15][O:16][CH2:17][CH2:18]3)[S:10][C:9]=2[CH2:19][CH3:20])[CH2:6][CH2:5][CH2:4][CH2:3][CH2:2]1 |f:2.3,4.5,6.7,8.9|. Procedure details: To a mixture of 4-({cyclohexyl[2-ethyl-5-(tetrahydro-2H-pyran-4-yl)thiophen-3-yl]methyl}amino)benzoic acid (250 mg) synthesized in Example 268 (5), ethyl 3-(methylamino)propanoate (92.1 mg), 1-hydroxybenzotriazole monohydrate (108 mg) and triethylamine (98 μL) in N,N-dimethylformamide (10 mL) was added 1-ethyl-3-(3-dimethylaminopropyl)carbodiimide hydrochloride (135 mg), and the mixture was stirred at room temperature for 3 hr. Saturated aqueous ammonium chloride solution was added to quench the... Reactants: CCOC(=O)c1nc(-c2ccc(Cl)cc2Cl)c(-c2ccc(Cl)cc2)n1C, NN1CCCCC1. Product: Cn1c(C(=O)NN2CCCCC2)nc(-c2ccc(Cl)cc2Cl)c1-c1ccc(Cl)cc1. RXN SMILES: [Cl:8][c:9]1[c:10](-[c:16]2[n:17][c:18]([C:29](=[O:30])[O:31][CH2:32][CH3:33])[n:19]([CH3:28])[c:20]2-[c:21]2[cH:22][cH:23][c:24]([Cl:27])[cH:25][cH:26]2)[cH:11][cH:12][c:13]([Cl:15])[cH:14]1.[NH2:1][N:2]1[CH2:3][CH2:4][CH2:5][CH2:6][CH2:7]1>>[NH:1]([N:2]1[CH2:3][CH2:4][CH2:5][CH2:6][CH2:7]1)[C:29]([c:18]1[n:17][c:16](-[c:10]2[c:9]([Cl:8])[cH:14][c:13]([Cl:15])[cH:12][cH:11]2)[c:20](-[c:21]2[cH:22][cH:23][c:24]([Cl:27])[cH:25][cH:26]2)[n:19]1[CH3:28])=[O:30]. The reactants are NC1=CC(=C(C=N1)CC(=O)OC(C)(C)C)CC (tert-butyl (6-amino-4-ethylpyridin-3-yl)acetate), FC(C(=O)O[Si](C)(C)C)(F)F (trimethylsilyl trifluoroacetate), N(=[N+]=[N-])[Si](C)(C)C (azidotrimethylsilane), C(OCC)(OCC)OCC (triethyl orthoformate). Run in CCOC(=O)C (EtOAc). Conditions: time 5 minute. The product is C(C)(C)(C)OC(CC=1C=NC(=CC1CC)N1N=NN=C1)=O (tert-butyl[4-ethyl-6-(1H-tetrazol-1-yl)pyridin-3-yl]acetate). As a reaction SMILES: [NH2:1][C:2]1[N:7]=[CH:6][C:5]([CH2:8][C:9]([O:11][C:12]([CH3:15])([CH3:14])[CH3:13])=[O:10])=[C:4]([CH2:16][CH3:17])[CH:3]=1.FC(F)(F)C(O[Si](C)(C)C)=O.[CH:29](OCC)(OCC)OCC.[N:39]([Si](C)(C)C)=[N+:40]=[N-:41]>CCOC(C)=O>[C:12]([O:11][C:9](=[O:10])[CH2:8][C:5]1[CH:6]=[N:7][C:2]([N:1]2[CH:29]=[N:39][N:40]=[N:41]2)=[CH:3][C:4]=1[CH2:16][CH3:17])([CH3:13])([CH3:15])[CH3:14]. Procedure details: To a solution of tert-butyl (6-amino-4-ethylpyridin-3-yl)acetate (198 mg, 0.838 mmol) in EtOAc (4 mL) was added trimethylsilyl trifluoroacetate (0.246 ml, 1.424 mmol) at room temperature. After stirred 5 min, triethyl orthoformate (0.251 ml, 1.508 mmol) was added. After stirred another 5 min, azidotrimethylsilane (0.176 ml, 1.34 mmol) was added. The reaction mixture was stirred at RT for two days, then concentrated. The residue was purified prep TLC (hex/EA=1/1) to give title compound. LC-MS: [(... Reactants: COC(C(C(C1=CC=C(C=C1)F)Cl)=O)=O (3-chloro-3-(4-fluoro-phenyl)-2-oxo-propionic acid methyl ester), CC1=CC=C(C=O)C=C1 (4-methylbenzaldehyde), FC1=CC=C(C=O)C=C1 (4-fluorobenzaldehyde). The product is COC(C(C(C1=CC=C(C=C1)C)Cl)=O)=O (3-chloro-2-oxo-3-p-tolyl-propionic acid methylester). Reaction SMILES: [CH3:1][O:2][C:3](=[O:15])[C:4](=[O:14])[CH:5]([Cl:13])[C:6]1[CH:11]=[CH:10][C:9](F)=[CH:8][CH:7]=1.[CH3:16]C1C=CC(C=O)=CC=1.FC1C=CC(C=O)=CC=1>>[CH3:1][O:2][C:3](=[O:15])[C:4](=[O:14])[CH:5]([Cl:13])[C:6]1[CH:11]=[CH:10][C:9]([CH3:16])=[CH:8][CH:7]=1. Reported procedure: This compound was synthesised as 3-chloro-3-(4-fluoro-phenyl)-2-oxo-propionic acid methyl ester but using 4-methylbenzaldehyde instead 4-fluorobenzaldehyde. 1H-NMR (CDCl3): δ=2.35 (s, 3H); 3.83 (s, 3H); 6.13 (s, 1H); 7.21 (d, 2H); 7.28 (d, 2H). RXN SMILES: [B:33]([O-:34])([O-:44])[O:45][c:35]1[cH:36][cH:37][c:38]2[c:39]([cH:43]1)[CH2:40][CH2:41][O:42]2.[Br:1][c:2]1[cH:3][cH:4][c:5]2[c:6]([cH:32]1)[CH:7]=[C:8]([C:14](=[O:15])[NH:16][c:17]1[cH:18][cH:19][c:20]([CH2:23][N:24]([CH:25]3[CH2:26][CH2:27][O:28][CH2:29][CH2:30]3)[CH3:31])[cH:21][cH:22]1)[CH2:9][CH2:10][S:11]2(=[O:12])=[O:13].[C:46](=[O:47])([O-:48])[O-:49].[CH2:53]([OH:54])[CH3:55].[K+:50].[K+:51].[OH2:52].[c:56]1([CH3:57])[cH:58][cH:59][cH:60][cH:61][cH:62]1>>[c:2]1(-[c:35]2[cH:36][cH:37][c:38]3[c:39]([cH:43]2)[CH2:40][CH2:41][O:42]3)[cH:3][cH:4][c:5]2[c:6]([cH:32]1)[CH:7]=[C:8]([C:14](=[O:15])[NH:16][c:17]1[cH:18][cH:19][c:20]([CH2:23][N:24]([CH:25]3[CH2:26][CH2:27][O:28][CH2:29][CH2:30]3)[CH3:31])[cH:21][cH:22]1)[CH2:9][CH2:10][S:11]2(=[O:12])=[O:13]. Yields the product CN(Cc1ccc(NC(=O)C2=Cc3cc(-c4ccc5c(c4)CCO5)ccc3S(=O)(=O)CC2)cc1)C1CCOCC1. Reactants: [O-]B([O-])Oc1ccc2c(c1)CCO2, CN(Cc1ccc(NC(=O)C2=Cc3cc(Br)ccc3S(=O)(=O)CC2)cc1)C1CCOCC1, O=C([O-])[O-], CCO, [K+], [K+], O, Cc1ccccc1. Reactants: C1CCC=2C(=CC=3CCCC4=CC=C1C2C34)C=O (1,2,3,6,7,8-Hexahydro-4-pyrenecarbaldehyde), ClC=1C(C(=C(C(C1Cl)=O)C#N)C#N)=O (2,3-dichloro-5,6-dicyano-1,4-benzoquinone). Run in C1(=CC=CC=C1)C (PhCH3). Product: C1=CC=C2C(=CC3=CC=CC4=CC=C1C2=C34)C=O (4-pyrenecarbaldehyde). The yield is 77.4%. As a reaction SMILES: [CH2:1]1[C:14]2[C:15]3[C:16]4[C:11](=[CH:12][CH:13]=2)[CH2:10][CH2:9][CH2:8][C:7]=4[CH:6]=[C:5]([CH:17]=[O:18])[C:4]=3[CH2:3][CH2:2]1.ClC1C(=O)C(C#N)=C(C#N)C(=O)C=1Cl>C1(C)C=CC=CC=1>[CH:1]1[C:14]2[C:15]3=[C:16]4[C:11](=[CH:12][CH:13]=2)[CH:10]=[CH:9][CH:8]=[C:7]4[CH:6]=[C:5]([CH:17]=[O:18])[C:4]3=[CH:3][CH:2]=1. Procedure: 1,2,3,6,7,8-Hexahydro-4-pyrenecarbaldehyde (19A, 11.81 g, 50 mmol) and 2,3-dichloro-5,6-dicyano-1,4-benzoquinone (Aldrich, 39.75 g, 0.175 mol) were refluxed for 4 h in 1 L of PhCH3. The reaction mixture was cooled and then filtered. The filtrate was washed with 2N NaOH (3×500 mL), satd. NaCl solution (2×500 mL), dried (Na2SO4), and passed through a plug of SiO2 (200 g). The solvent was then removed to give a bright yellow solid that was dried at 50° to give 8.91 g (77%) of 4-pyrenecarbaldehyde w...